This data is from the Open Reaction Database (ORD), a public repository of structured organic reaction records. The task is: describe an organic reaction: reactants, conditions, products, and yield The reactants are C(C)OC(=O)C1=C(N=C(S1)NC1=C(C=CC(=C1)CN1CCN(CC1)C)[N+](=O)[O-])C1=CC=CC=C1 (2-[5-(4-methyl-piperazin-1-ylmethyl)-2-nitro-phenylamino]-4-phenyl-thiazole-5-carboxylic acid ethyl ester), Cl (hydrochloric acid). Reagents/catalysts: [Zn] (zinc). Run in O1CCCC1 (tetrahydrofuran). Run at time 2 hour. Product: C(C)OC(=O)C1=C(N=C(S1)NC1=C(C=CC(=C1)CN1CCN(CC1)C)N)C1=CC=CC=C1 (2-[2-amino-5-(4-methyl-piperazin-1-ylmethyl)-phenylamino]-4-phenyl-thiazole-5-carboxylic acid ethyl ester). RXN SMILES: [CH2:1]([O:3][C:4]([C:6]1[S:10][C:9]([NH:11][C:12]2[CH:17]=[C:16]([CH2:18][N:19]3[CH2:24][CH2:23][N:22]([CH3:25])[CH2:21][CH2:20]3)[CH:15]=[CH:14][C:13]=2[N+:26]([O-])=O)=[N:8][C:7]=1[C:29]1[CH:34]=[CH:33][CH:32]=[CH:31][CH:30]=1)=[O:5])[CH3:2].Cl>[Zn].O1CCCC1>[CH2:1]([O:3][C:4]([C:6]1[S:10][C:9]([NH:11][C:12]2[CH:17]=[C:16]([CH2:18][N:19]3[CH2:20][CH2:21][N:22]([CH3:25])[CH2:23][CH2:24]3)[CH:15]=[CH:14][C:13]=2[NH2:26])=[N:8][C:7]=1[C:29]1[CH:34]=[CH:33][CH:32]=[CH:31][CH:30]=1)=[O:5])[CH3:2]. Reported procedure: To a mixture of 0.066 g of 2-[5-(4-methyl-piperazin-1-ylmethyl)-2-nitro-phenylamino]-4-phenyl-thiazole-5-carboxylic acid ethyl ester (VI.1c), 0.5 mL of 1M hydrochloric acid, 2 mL of tetrahydrofuran was added 0.060 g of zinc powder. The suspension was stirred at ambient temperature for 2 hours. The solid was removed by filtration and the filtrate was concentrated under reduced pressure. The residue was diluted with 2 mL of saturated sodium bicarbonate, 10 mL of water and extracted three times wit... Reactants: COC1=CC=C2N=CC(N(C2=C1)CCN1CCC(CC1)NCC1=CC2=C(OCCO2)C(=C1)OC)=O (7-methoxy-1-(2-(4-((8-methoxy-2,3-dihydro-1,4-benzodioxin-6-yl)methylamino)piperidin-1-yl)ethyl)quinoxalin-2(1H)-one), Cl.C(C)(=O)OCC (hydrogen chloride ethyl acetate). The solvent is C(Cl)(Cl)Cl (chloroform), C(Cl)(Cl)Cl (chloroform). Run at time 10 minute. Product: Cl.COC1=CC=C2N=CC(N(C2=C1)CCN1CCC(CC1)NCC1=CC2=C(OCCO2)C(=C1)OC)=O (7-methoxy-1-(2-(4-((8-methoxy-2,3-dihydro-1,4-benzodioxin-6-yl)methylamino)piperidin-1-yl)ethyl)quinoxalin-2(1H)-one hydrochloride). RXN SMILES: [CH3:1][O:2][C:3]1[CH:12]=[C:11]2[C:6]([N:7]=[CH:8][C:9](=[O:35])[N:10]2[CH2:13][CH2:14][N:15]2[CH2:20][CH2:19][CH:18]([NH:21][CH2:22][C:23]3[CH:32]=[C:31]([O:33][CH3:34])[C:26]4[O:27][CH2:28][CH2:29][O:30][C:25]=4[CH:24]=3)[CH2:17][CH2:16]2)=[CH:5][CH:4]=1.[ClH:36].C(OCC)(=O)C>C(Cl)(Cl)Cl>[ClH:36].[CH3:1][O:2][C:3]1[CH:12]=[C:11]2[C:6]([N:7]=[CH:8][C:9](=[O:35])[N:10]2[CH2:13][CH2:14][N:15]2[CH2:20][CH2:19][CH:18]([NH:21][CH2:22][C:23]3[CH:32]=[C:31]([O:33][CH3:34])[C:26]4[O:27][CH2:28][CH2:29][O:30][C:25]=4[CH:24]=3)[CH2:17][CH2:16]2)=[CH:5][CH:4]=1 |f:1.2,4.5|. Procedure: To 10 mL of a chloroform solution containing 478 mg of 7-methoxy-1-(2-(4-((8-methoxy-2,3-dihydro-1,4-benzodioxin-6-yl)methylamino)piperidin-1-yl)ethyl)quinoxalin-2(1H)-one, 1 mL of 4 mol/L hydrogen chloride/ethyl acetate and 5 mL of chloroform were added, and stirred at room temperature for 10 min. The solvent was removed under reduced pressure, ethyl acetate was added, and the resulting solid was filtered to give 429 mg of 7-methoxy-1-(2-(4-((8-methoxy-2,3-dihydro-1,4-benzodioxin-6-yl)methylami...